Dataset: the Open Reaction Database (ORD), a public repository of structured organic reaction records. Task: describe an organic reaction: reactants, conditions, products, and yield Reactants: FC1=CC=C(C=C1)C1=CC=C(C=C1)N1C[C@H](NCC1)C ((3R)-1-(4′-fluorobiphenyl-4-yl)-3-methylpiperazine), BrC1=CC=C(C=C1)OCC (1-bromo-4-ethoxybenzene). Yields the product C(C)OC1=CC=C(C=C1)N1C[C@H](NCC1)C ((3R)-1-(4-ethoxyphenyl)-3-methylpiperazine). RXN SMILES: FC1C=CC([C:8]2[CH:13]=[CH:12][C:11]([N:14]3[CH2:19][CH2:18][NH:17][C@H:16]([CH3:20])[CH2:15]3)=[CH:10][CH:9]=2)=CC=1.BrC1C=C[C:25]([O:28]CC)=[CH:24]C=1>>[CH2:25]([O:28][C:8]1[CH:9]=[CH:10][C:11]([N:14]2[CH2:19][CH2:18][NH:17][C@H:16]([CH3:20])[CH2:15]2)=[CH:12][CH:13]=1)[CH3:24]. Procedure details: The title compound was prepared following the procedure of Intermediate 22 but starting from 1-bromo-4-ethoxybenzene. Purification by flash chromatography (CHCl3/MeOH) gave the title compound as a brown solid. M+(ESI): 221.3. HPLC (Condition A), Rt: 1.5 min (HPLC purity: 97.6%).